The task is: describe an organic reaction: reactants, conditions, products, and yield. This data is from the Open Reaction Database (ORD), a public repository of structured organic reaction records. Starting materials: C(CCC)[Li] (n-butyllithium), C(C1=CC=CC=C1)OC1=C(C=C(C=C1)CC(=O)O)OC (2-(4-benzyloxy-3-methoxyphenyl) acetic acid), CI (methyl iodide). Run in C1CCOC1 (THF), C1CCOC1 (THF). Reaction conditions: temperature -10 celsius, time 60 minute. Product: C(C1=CC=CC=C1)OC1=C(C=C(C=C1)C(C(=O)O)C)OC (2-(4-benzyloxy-3-methoxyphenyl)propionic acid). Isolated yield 89.0%. As a reaction SMILES: [CH2:1]([O:8][C:9]1[CH:14]=[CH:13][C:12]([CH2:15][C:16]([OH:18])=[O:17])=[CH:11][C:10]=1[O:19][CH3:20])[C:2]1[CH:7]=[CH:6][CH:5]=[CH:4][CH:3]=1.[CH2:21]([Li])CCC.CI>C1COCC1>[CH2:1]([O:8][C:9]1[CH:14]=[CH:13][C:12]([CH:15]([CH3:21])[C:16]([OH:18])=[O:17])=[CH:11][C:10]=1[O:19][CH3:20])[C:2]1[CH:3]=[CH:4][CH:5]=[CH:6][CH:7]=1. Procedure details: Specifically, a solution of 2-(4-benzyloxy-3-methoxyphenyl) acetic acid 15.0 g, 55.1 mmoles) in dry THF (350 mL) was cooled to -78° C. under argon and treated dropwise with n-butyllithium (42 mL, 2.6M in hexanes). The yellow suspension was then allowed to warm to -10° C. and stirred for 60 minutes. A solution of methyl iodide (3.9 mL, 62.6 mmoles) in THF (15 mL total solution) was then added dropwise via syringe over 30 min resulting in a now homogeneous and clear solution. After 2 hours the THF... Isolated yield 77.0%. Conditions: temperature 190 celsius. Yields the product CN(C1=NN=C(S1)C1=C(C=C(C=C1)C=1C=NN(C1)C)O)C1CC(NC(C1)(C)C)(C)C (2-(5-(Methyl(2,2,6,6-tetramethylpiperidin-4-yl)amino)-1,3,4-thiadiazol-2-yl)-5-(1-methyl-1H-pyrazol-4-yl)phenol), solid. Procedure: To a stirred solution of 5-(2-methoxy-4-(1-methyl-1H-pyrazol-4-yl)phenyl)-N-methyl-N-(2,2,6,6-tetramethylpiperidin-4-yl)-1,3,4-thiadiazol-2-amine (129 mg, 0.293 mmol) in NMP (3 mL) was added Na2CO3 (47 mg, 0.439 mmol) followed by PhSH (35 μL, 0.337 mmol). The resulting mixture was sealed, evacuated and back filled with nitrogen (×3), then heated at 190° C. for 20 minutes under microwave irradiation. The reaction mixture was diluted with MeOH (10 mL) and filtered through celite. The filtrate was ... Reactants: COC1=C(C=CC(=C1)C=1C=NN(C1)C)C1=NN=C(S1)N(C1CC(NC(C1)(C)C)(C)C)C (5-(2-methoxy-4-(1-methyl-1H-pyrazol-4-yl)phenyl)-N-methyl-N-(2,2,6,6-tetramethylpiperidin-4-yl)-1,3,4-thiadiazol-2-amine), C(=O)([O-])[O-].[Na+].[Na+] (Na2CO3), C1(=CC=CC=C1)S (PhSH). RXN SMILES: C[O:2][C:3]1[CH:8]=[C:7]([C:9]2[CH:10]=[N:11][N:12]([CH3:14])[CH:13]=2)[CH:6]=[CH:5][C:4]=1[C:15]1[S:19][C:18]([N:20]([CH3:31])[CH:21]2[CH2:26][C:25]([CH3:28])([CH3:27])[NH:24][C:23]([CH3:30])([CH3:29])[CH2:22]2)=[N:17][N:16]=1.C([O-])([O-])=O.[Na+].[Na+].C1(S)C=CC=CC=1>CN1C(=O)CCC1>[CH3:31][N:20]([CH:21]1[CH2:26][C:25]([CH3:28])([CH3:27])[NH:24][C:23]([CH3:30])([CH3:29])[CH2:22]1)[C:18]1[S:19][C:15]([C:4]2[CH:5]=[CH:6][C:7]([C:9]3[CH:10]=[N:11][N:12]([CH3:14])[CH:13]=3)=[CH:8][C:3]=2[OH:2])=[N:16][N:17]=1 |f:1.2.3|. Solvent: CN1CCCC1=O (NMP). Procedure details: 6.54 g (30 mmol) methyl 4-amino-3-trifluoromethyl-benzoate are suspended in 50 ml 32% hydrochloric acid and cooled to −20° C. A solution of 2.28 g (33 mmol) sodium nitrite in 20 ml of water is added dropwise. The mixture is stirred for 3 hours at −20° to −10° C., then 27.08 g (120 mmol) tin-(II)-chloride dihydrate in 30 ml hydrochloric acid are added dropwise within 0.25 hours. The reaction mixture is stirred for 2 hours at −10° C., then acidified with cooling. The suspension is suction filtered... Run at temperature -20 celsius, time 3 hour. The reactants are NC1=C(C=C(C(=O)OC)C=C1)C(F)(F)F (methyl 4-amino-3-trifluoromethyl-benzoate), N(=O)[O-].[Na+] (sodium nitrite), O.O.[Sn](Cl)Cl (tin-(II)-chloride dihydrate). Run in O (water), Cl (hydrochloric acid), Cl (hydrochloric acid). As a reaction SMILES: [NH2:1][C:2]1[CH:11]=[CH:10][C:5]([C:6]([O:8][CH3:9])=[O:7])=[CH:4][C:3]=1[C:12]([F:15])([F:14])[F:13].[N:16]([O-])=O.[Na+].O.O.[Sn](Cl)[Cl:23]>Cl.O>[ClH:23].[NH:1]([C:2]1[CH:11]=[CH:10][C:5]([C:6]([O:8][CH3:9])=[O:7])=[CH:4][C:3]=1[C:12]([F:13])([F:14])[F:15])[NH2:16] |f:1.2,3.4.5,8.9|. Product: Cl.N(N)C1=C(C=C(C(=O)OC)C=C1)C(F)(F)F (methyl 4-hydrazino-3-trifluoromethyl-benzoate hydrochloride). Starting materials: COC(=O)c1ccccc1S(=O)(=O)NC(=O)Nc1nc(C)c2ccccc2n1, CCO, Cl, [K+], [OH-], O. Product: Cc1nc(NC(=O)NS(=O)(=O)c2ccccc2C(=O)O)nc2ccccc12. As a reaction SMILES: [CH3:1][c:2]1[n:3][c:4]([NH:12][C:13](=[O:14])[NH:15][S:16](=[O:17])(=[O:18])[c:19]2[c:20]([C:21](=[O:22])[O:23][CH3:24])[cH:25][cH:26][cH:27][cH:28]2)[n:5][c:6]2[cH:7][cH:8][cH:9][cH:10][c:11]12.[CH3:29][CH2:30][OH:31].[ClH:35].[K+:33].[OH-:32].[OH2:34]>>[CH3:1][c:2]1[n:3][c:4]([NH:12][C:13](=[O:14])[NH:15][S:16](=[O:17])(=[O:18])[c:19]2[c:20]([C:21](=[O:22])[OH:23])[cH:25][cH:26][cH:27][cH:28]2)[n:5][c:6]2[cH:7][cH:8][cH:9][cH:10][c:11]12. RXN SMILES: [CH3:1][C:2]1[C:10]([N+:11]([O-:13])=[O:12])=[CH:9][C:8]([C:14]([F:17])([F:16])[F:15])=[CH:7][C:3]=1[C:4]([OH:6])=[O:5].[C:18](=O)([O-])[O-].[Na+].[Na+].CI.O>CN(C=O)C>[CH3:1][C:2]1[C:10]([N+:11]([O-:13])=[O:12])=[CH:9][C:8]([C:14]([F:15])([F:16])[F:17])=[CH:7][C:3]=1[C:4]([O:6][CH3:18])=[O:5] |f:1.2.3|. Reactants: O (water), C([O-])([O-])=O.[Na+].[Na+] (sodium carbonate), CI (methyl iodide), CC1=C(C(=O)O)C=C(C=C1[N+](=O)[O-])C(F)(F)F (2-methyl-3-nitro-5-(trifluoromethyl)benzoic acid). Solvent: CN(C)C=O (DMF). Procedure details: To stirred solution of 2-methyl-3-nitro-5-(trifluoromethyl)benzoic acid (1 g, 4.01 mmol) in DMF (3 mL) was added sodium carbonate (0.63 g, 6.02 mmol) and methyl iodide (1.14 g, 8.03 mmol). The resulting mixture was heated at 60° C. for 4 h. On completion, water was added to the reaction, and the product extracted using DCM. Combined organic layers were dried, concentrated under reduced pressure and purified by column chromatography over silica to give methyl 2-methyl-3-nitro-5-(trifluoromethyl)b... Isolated yield 94.8%. Product: CC1=C(C(=O)OC)C=C(C=C1[N+](=O)[O-])C(F)(F)F (methyl 2-methyl-3-nitro-5-(trifluoromethyl)benzoate). Conditions: temperature 60 celsius. The reactants are S=C=NCc1ccccc1, NN, C1COCCO1. Product: NNC(=S)NCc1ccccc1. As a reaction SMILES: [CH2:1]([c:2]1[cH:3][cH:4][cH:5][cH:6][cH:7]1)[N:8]=[C:9]=[S:10].[NH2:11][NH2:12].[O:13]1[CH2:14][CH2:15][O:16][CH2:17][CH2:18]1>>[CH2:1]([c:2]1[cH:3][cH:4][cH:5][cH:6][cH:7]1)[NH:8][C:9](=[S:10])[NH:11][NH2:12]. The reactants are CCOCc1nc2c(N)nc3cc(Br)ccc3c2n1CC1COC(C)(C)O1, OB(O)c1cccnc1. The product is CCOCc1nc2c(N)nc3cc(-c4cccnc4)ccc3c2n1CC1COC(C)(C)O1. Reaction SMILES: [Br:1][c:2]1[cH:3][cH:4][c:5]2[c:6]3[c:7]([c:8]([NH2:12])[n:9][c:10]2[cH:11]1)[n:13][c:14]([CH2:24][O:25][CH2:26][CH3:27])[n:15]3[CH2:16][CH:17]1[O:18][C:19]([CH3:22])([CH3:23])[O:20][CH2:21]1.[n:28]1[cH:29][c:30]([B:34]([OH:35])[OH:36])[cH:31][cH:32][cH:33]1>>[c:2]1(-[c:30]2[cH:29][n:28][cH:33][cH:32][cH:31]2)[cH:3][cH:4][c:5]2[c:6]3[c:7]([c:8]([NH2:12])[n:9][c:10]2[cH:11]1)[n:13][c:14]([CH2:24][O:25][CH2:26][CH3:27])[n:15]3[CH2:16][CH:17]1[O:18][C:19]([CH3:22])([CH3:23])[O:20][CH2:21]1. Starting materials: [N+](=O)([O-])C1=CC=CC=C1 (nitrobenzene), ClC=1C=C(CCl)C=CC1Cl (3,4-dichlorobenzyl chloride), [Cl-].[Al+3].[Cl-].[Cl-] (aluminum chloride), CC1=CC=C(C=C1)C1=CC=CC=C1 (4-methyl-biphenyl). Run in O (water). The product is CC1=CC=C(C=C1)C1=CC=C(C=C1)C(=O)C1=CC(=C(C=C1)Cl)Cl (3,4Dichlorophenyl 4'-methyl-4-biphenylyl ketone). As a reaction SMILES: [N+](C1C=CC=CC=1)([O-])=[O:2].[Cl-].[Al+3].[Cl-].[Cl-].[CH3:14][C:15]1[CH:20]=[CH:19][C:18]([C:21]2[CH:26]=[CH:25][CH:24]=[CH:23][CH:22]=2)=[CH:17][CH:16]=1.[Cl:27][C:28]1[CH:29]=[C:30]([CH:33]=[CH:34][C:35]=1[Cl:36])[CH2:31]Cl>O>[CH3:14][C:15]1[CH:20]=[CH:19][C:18]([C:21]2[CH:22]=[CH:23][C:24]([C:31]([C:30]3[CH:33]=[CH:34][C:35]([Cl:36])=[C:28]([Cl:27])[CH:29]=3)=[O:2])=[CH:25][CH:26]=2)=[CH:17][CH:16]=1 |f:1.2.3.4|. Procedure: 35 ml of nitrobenzene are cooled in an ice-bath and then treated in succession with 5.2 g of aluminum chloride and 5.0 g of 4-methyl-biphenyl. The mixture is brought to room temperature and then treated with 7.7 g of 3,4-dichlorobenzyl chloride. The mixture is stirred at room temperature, poured into water and extracted with methylene chloride. The extracts are washed with 2N hydrochloric acid and water, dried over magnesium sulfate and evaporated. The residue is chromatographed on silica gel wi...